Dataset: the Open Reaction Database (ORD), a public repository of structured organic reaction records. Task: describe an organic reaction: reactants, conditions, products, and yield Reactants: NC1=NC=C(C=C1)Br (2-amino-5-bromopyridine), FC1=C(C=C(C=C1)C)N=C=O (1-fluoro-2-isocyanato-4-methylbenzene), FC1=CC(=CC=C1)N=C=O (1-fluoro-3-isocyanatobenzene). Yields the product BrC=1C=CC(=NC1)NC(=O)NC1=C(C=CC(=C1)C)F (N-(5-bromopyridin-2-yl)-N′-(2-fluoro-5-methylphenyl)urea). RXN SMILES: [NH2:1][C:2]1[CH:7]=[CH:6][C:5]([Br:8])=[CH:4][N:3]=1.[F:9][C:10]1[CH:15]=[CH:14][C:13]([CH3:16])=[CH:12][C:11]=1[N:17]=[C:18]=[O:19].FC1C=CC=C(N=C=O)C=1>>[Br:8][C:5]1[CH:6]=[CH:7][C:2]([NH:1][C:18]([NH:17][C:11]2[CH:12]=[C:13]([CH3:16])[CH:14]=[CH:15][C:10]=2[F:9])=[O:19])=[N:3][CH:4]=1. Procedure details: The desired product was prepared by substituting 2-amino-5-bromopyridine and 1-fluoro-2-isocyanato-4-methylbenzene for Example 15G and 1-fluoro-3-isocyanatobenzene, respectively, in Example 15H. MS (ESI(+)) m/e 324.0 (M+H)+. Yields the product OCC1CC2(C1)OCCO2. Starting materials: C, c1ccc(COCC2CC3(C2)OCCO3)cc1, CO, [Pd]. RXN SMILES: [C:18].[CH2:1]([c:2]1[cH:3][cH:4][cH:5][cH:6][cH:7]1)[O:8][CH2:9][CH:10]1[CH2:11][C:12]2([CH2:13]1)[O:14][CH2:15][CH2:16][O:17]2.[CH3:20][OH:21].[Pd:19]>>[OH:8][CH2:9][CH:10]1[CH2:11][C:12]2([CH2:13]1)[O:14][CH2:15][CH2:16][O:17]2. Reactants: Cc1cc(C)cc(NC(=O)c2cccnc2SCc2ccnc(Br)c2)c1, O=C([O-])[O-], C1COCCO1, CNC(N)=O, CCOC(C)=O, [Cs+], [Cs+], O=C(C=Cc1ccccc1)C=Cc1ccccc1, O=C(C=Cc1ccccc1)C=Cc1ccccc1, O=C(C=Cc1ccccc1)C=Cc1ccccc1, [Pd], [Pd], CC1(C)c2cccc(P(c3ccccc3)c3ccccc3)c2Oc2c(P(c3ccccc3)c3ccccc3)cccc21. Product: CNC(=O)Nc1cc(CSc2ncccc2C(=O)Nc2cc(C)cc(C)c2)ccn1. RXN SMILES: [Br:1][c:2]1[n:3][cH:4][cH:5][c:6]([CH2:8][S:9][c:10]2[n:11][cH:12][cH:13][cH:14][c:15]2[C:16](=[O:17])[NH:18][c:19]2[cH:20][c:21]([CH3:26])[cH:22][c:23]([CH3:25])[cH:24]2)[cH:7]1.[C:27](=[O:28])([O-:29])[O-:30].[CH2:142]1[O:143][CH2:144][CH2:145][O:146][CH2:147]1.[CH3:33][NH:34][C:35](=[O:36])[NH2:37].[CH3:80][CH2:81][O:82][C:83](=[O:84])[CH3:85].[Cs+:31].[Cs+:32].[O:106]=[C:107]([CH:108]=[CH:109][c:110]1[cH:111][cH:112][cH:113][cH:114][cH:115]1)[CH:116]=[CH:117][c:118]1[cH:119][cH:120][cH:121][cH:122][cH:123]1.[O:124]=[C:125]([CH:126]=[CH:127][c:128]1[cH:129][cH:130][cH:131][cH:132][cH:133]1)[CH:134]=[CH:135][c:136]1[cH:137][cH:138][cH:139][cH:140][cH:141]1.[O:88]=[C:89]([CH:90]=[CH:91][c:92]1[cH:93][cH:94][cH:95][cH:96][cH:97]1)[CH:98]=[CH:99][c:100]1[cH:101][cH:102][cH:103][cH:104][cH:105]1.[Pd:86].[Pd:87].[c:38]1([P:39]([c:40]2[cH:41][cH:42][cH:43][cH:44][cH:45]2)[c:46]2[c:47]3[c:71]([cH:72][cH:73][cH:74]2)[C:68]([CH3:69])([CH3:70])[c:50]2[c:49]([c:54]([P:55]([c:56]4[cH:57][cH:58][cH:59][cH:60][cH:61]4)[c:62]4[cH:63][cH:64][cH:65][cH:66][cH:67]4)[cH:53][cH:52][cH:51]2)[O:48]3)[cH:75][cH:76][cH:77][cH:78][cH:79]1>>[c:2]1([NH:37][C:35]([NH:34][CH3:33])=[O:36])[n:3][cH:4][cH:5][c:6]([CH2:8][S:9][c:10]2[n:11][cH:12][cH:13][cH:14][c:15]2[C:16](=[O:17])[NH:18][c:19]2[cH:20][c:21]([CH3:26])[cH:22][c:23]([CH3:25])[cH:24]2)[cH:7]1. Starting materials: ClC1=NC2=C(N1[C@H]1[C@H](OC(C)=O)[C@H](OC(C)=O)[C@H](O1)COC(C)=O)C=CC(=C2Br)Br (2-Chloro-4,5-dibromo-1-(2,3,5-tri-O-acetyl-β-D-ribofuranosyl)benzimidazole). Solvent: N.CO (NH3 MeOH). Product: ClC1=NC2=C(N1[C@H]1[C@H](O)[C@H](O)[C@H](O1)CO)C=CC(=C2Br)Br (2-Chloro-4,5-dibromo-1-β-D-ribofuranosylbenzimidazole). RXN SMILES: [Cl:1][C:2]1[N:6]([C@@H:7]2[O:19][C@H:18]([CH2:20][O:21]C(=O)C)[C@@H:13]([O:14]C(=O)C)[C@H:8]2[O:9]C(=O)C)[C:5]2[CH:25]=[CH:26][C:27]([Br:30])=[C:28]([Br:29])[C:4]=2[N:3]=1>N.CO>[Cl:1][C:2]1[N:6]([C@@H:7]2[O:19][C@H:18]([CH2:20][OH:21])[C@@H:13]([OH:14])[C@H:8]2[OH:9])[C:5]2[CH:25]=[CH:26][C:27]([Br:30])=[C:28]([Br:29])[C:4]=2[N:3]=1 |f:1.2|. Procedure details: A solution of 0.529 g (0.930 mmol) of 84 in 25 mL of NH3 /MeOH was stirred in a pressure bottle at room temperature for 5 h. Volatile materials were removed by evaporation and coevaporation with MeOH (3 x, bath temperature<40° C.). The resulting solid was recrystallized from MeOH/H2O to give 0.316 g (2 crops, 77%) of 85 as white crystals. MP: 167°-169° C. MS: (Cl) m/e 440.8837 (20%, MH+ =440.8852). 1H NMR (DMSO-d6): δ8.05 (d, 1, 7-H, J7-6 =8.5 Hz), 7.59 (d, 1, 6-H), 5.89 (d, 1, 1'-H, J1'-2' =7.5... Reactants: C=CCOC(=O)c1cccc([N+](=O)[O-])c1, CO, S=[Co]. The product is C=CCOC(=O)c1cccc(N)c1. Reaction SMILES: [CH2:1]([CH:2]=[CH2:3])[O:4][C:5]([c:6]1[cH:7][c:8]([N+:12]([O-:13])=[O:14])[cH:9][cH:10][cH:11]1)=[O:15].[CH3:16][OH:17].[Co:18]=[S:19]>>[CH2:1]([CH:2]=[CH2:3])[O:4][C:5]([c:6]1[cH:7][c:8]([NH2:12])[cH:9][cH:10][cH:11]1)=[O:15]. Reactants: C#CCC (1-butyne), ( 28 ), ( 97 ), ( 67 ), ( 35 ), ( 50 ), O1C(CCCC1)OCCC\C=C/CCCCC ((4Z)-1-(tetrahydropyran-2-yloxy)-4-decene), O1C(CCCC1)OCCC#CCCC\C=C/C\C=C/CC ((8Z,11Z)-1-(tetrahydropyran-2-yloxy)-8,11-tetradecadien-3-yne), O1C(CCCC1)OCCC\C=C/CCCCC ((4Z)-1-(tetrahydropyran-2-yloxy)-4-decene), C[Si](OCCCCCCC\C=C/C\C=C/CC)(C)C ((8Z,11Z)-trimethylsiloxy-8,11-tetradecadiene), BrCCCCCCOC1OCCCC1 (1-bromo-6-(tetrahydropyran-2-yloxy)-hexane), ( 60 ), ( 33 ), ( 64 ), ( 45 ), BrCCCCCCOC1OCCCC1 (1-bromo-6-(tetrahydropyran-2-yloxy)-hexane), ( 25 ), ( 100 ), ( 37 ), ( 36 ), C(C)(=O)OCC\C=C\CCC\C=C/CCCCC ((3E,8Z)-3,8-tetradecadien-1-yl acetate), C(C)(=O)OCC\C=C\CCC\C=C/C\C=C/CC ((3E,8Z,11Z)-3,8,11-tetradecatrien-1-yl acetate). Solvent: C(Cl)(Cl)(Cl)Cl (CCl4). The product is C(C)(=O)OCC\C=C\CCCCCC\C=C/CC ((3E,11Z)-3,11-tetradecadienyl acetate). Yield: 15.0%. RXN SMILES: C#CCC.BrCCCCCCOC1CCCCO1.[C:19]([O:22][CH2:23][CH2:24]/[CH:25]=[CH:26]/[CH2:27][CH2:28][CH2:29]/[CH:30]=[CH:31]\[CH2:32][CH2:33][CH2:34][CH2:35][CH3:36])(=[O:21])[CH3:20].O1CCCCC1OCCC#CCCC/C=C\C/C=C\CC.C(OCC/C=C/CCC/C=C\C/C=C\CC)(=O)C.C[Si](C)(C)OCCCCCCC/C=C\C/C=C\CC.O1CCCCC1OCCC/C=C\CCCCC>C(Cl)(Cl)(Cl)Cl>[C:19]([O:22][CH2:23][CH2:24]/[CH:25]=[CH:26]/[CH2:27][CH2:28][CH2:29][CH2:30][CH2:31][CH2:32]/[CH:33]=[CH:34]\[CH2:35][CH3:36])(=[O:21])[CH3:20]. Reported procedure: Starting from 1-butyne and 1-bromo-6-(tetrahydropyran-2-yloxy)-hexane (22), the (3E,11Z)-3,11-tetradecadien-1-yl acetate (30) was prepared by a synthetic route similar to that used for the preparation of (3E,8Z)-3,8-tetradecadien-1-yl acetate (21), as depicted in the following scheme. ##STR18## The yield was 15% [17 mg; 96% isomeric purity (GC)] based on the starting material, 1-bromo-6-(tetrahydropyran-2-yloxy)hexane (22). 1H NMR (500 MHz) δ: 5.51 (dtt, J=15.1, 6.8, 6.8, 1.2, 1.5 Hz, 1H, =CH -3... Starting materials: Cc1ccc(Br)c(F)c1, CCOCC, N#C[Cu], N, CN(C)C=O. Product: Cc1ccc(C#N)c(F)c1. RXN SMILES: [Br:1][c:2]1[c:3]([F:9])[cH:4][c:5]([CH3:8])[cH:6][cH:7]1.[CH3:14][CH2:15][O:16][CH2:17][CH3:18].[Cu:10][C:11]#[N:12].[NH3:13].[O:19]=[CH:20][N:21]([CH3:22])[CH3:23]>>[c:2]1([C:11]#[N:12])[c:3]([F:9])[cH:4][c:5]([CH3:8])[cH:6][cH:7]1.